From a dataset of the Open Reaction Database (ORD), a public repository of structured organic reaction records. describe an organic reaction: reactants, conditions, products, and yield Starting materials: COC(=O)C1CC(CC(C1)=O)=O (3,5-Dioxo-cyclohexanecarboxylic acid methyl ester), N\C=C/C(C(F)(F)F)=O ((Z)-4-Amino-1,1,1-trifluoro-but-3-en-2-one), FC(C(=O)O)(F)F (trifluoroacetic acid), FC(C(=O)[O-])(F)F.[NH4+] (ammonium trifluoroacetate). The solvent is C1(=CC=CC=C1)C (toluene), C(C)(=O)OCC (ethyl acetate). The product is COC(=O)C1CC(C=2C=CC(=NC2C1)C(F)(F)F)=O (5-Oxo-2-trifluoromethyl-5,6,7,8-tetrahydro-quinoline-7-carboxylic acid methyl ester). Yield: 68.0%. Reaction SMILES: [CH3:1][O:2][C:3]([CH:5]1[CH2:10][C:9](=[O:11])[CH2:8][C:7](=O)[CH2:6]1)=[O:4].N/[CH:14]=[CH:15]\[C:16](=O)[C:17]([F:20])([F:19])[F:18].FC(F)(F)C(O)=O.FC(F)(F)C([O-])=O.[NH4+:36]>C1(C)C=CC=CC=1.C(OCC)(=O)C>[CH3:1][O:2][C:3]([CH:5]1[CH2:6][C:7]2[N:36]=[C:16]([C:17]([F:20])([F:19])[F:18])[CH:15]=[CH:14][C:8]=2[C:9](=[O:11])[CH2:10]1)=[O:4] |f:3.4|. Procedure: A solution of 3,5-Dioxo-cyclohexanecarboxylic acid methyl ester (3.6 g, 21.16 mmol, preparation as in Journal of the Chemical Society, Perkin Transactions 1 (1976), (13), 1382-4), (Z)-4-Amino-1,1,1-trifluoro-but-3-en-2-one (2.94 g, 21.16 mmol, prepared as in EP 744400 (1996)), trifluoroacetic acid (1.21 g, 10.58 mmol), and ammonium trifluoroacetate (1.39 g, 10.58 mmol) in toluene (50 ml) are heated at reflux temperature in a Dean-Stark apparatus. After reaction completion, the reaction mixture i...